Dataset: the Open Reaction Database (ORD), a public repository of structured organic reaction records. Task: describe an organic reaction: reactants, conditions, products, and yield Starting materials: CN1CCC2(C(NC(N2)=O)=O)CC1 (8-methyl-1,3,8-triaza-spiro[4.5]decane-2,4-dione), CS(=O)(=O)OCCOC1=C(C=C(C=C1)C1=CN(C=2C(=C1)N(CN2)C)C#N)C(F)(F)F (2-(4-(4-cyano-1-methyl-1H-imidazo[4,5-e]pyridin-6-yl)-2-(trifluoromethyl)phenoxy)ethyl methanesulfonate), C(=O)([O-])[O-].[K+].[K+] (K2CO3). Reagents/catalysts: [I-].C(CCC)[N+](CCCC)(CCCC)CCCC (tetrabutyl ammonium iodide). Run in CN(C)C=O (DMF), CN(C)C=O (DMF). Reaction conditions: temperature 90 celsius, time 14 hour. The product is CN1C=NC=2C(=NC(=CC21)C2=CC(=C(C=C2)OCCN2C(NC1(C2=O)CCN(CC1)C)=O)C(F)(F)F)C#N (1-methyl-6-{4-[2-(8-methyl-2,4-dioxo-1,3,8-triaza-spiro[4.5]dec-3-yl)-ethoxy]-3-(trifluoromethyl)-phenyl}-1H-imidazo[4,5-c]pyridine-4-carbonitrile). Isolated yield 34.7%. As a reaction SMILES: [CH3:1][N:2]1[CH2:13][CH2:12][C:5]2([NH:9][C:8](=[O:10])[NH:7][C:6]2=[O:11])[CH2:4][CH2:3]1.CS(O[CH2:19][CH2:20][O:21][C:22]1[CH:27]=[CH:26][C:25]([C:28]2[CH:33]=[C:32]3[N:34]([CH3:37])[CH2:35][N:36]=[C:31]3N(C#N)C=2)=[CH:24][C:23]=1[C:40]([F:43])([F:42])[F:41])(=O)=O.C([O-])([O-])=O.[K+].[K+]>CN(C=O)C.[I-].C([N+](CCCC)(CCCC)CCCC)CCC>[CH3:37][N:34]1[C:32]2[CH:33]=[C:28]([C:25]3[CH:26]=[CH:27][C:22]([O:21][CH2:20][CH2:19][N:7]4[C:6](=[O:11])[C:5]5([CH2:12][CH2:13][N:2]([CH3:1])[CH2:3][CH2:4]5)[NH:9][C:8]4=[O:10])=[C:23]([C:40]([F:41])([F:42])[F:43])[CH:24]=3)[N:7]=[C:6]([C:5]#[N:9])[C:31]=2[N:36]=[CH:35]1 |f:2.3.4,6.7|. Reported procedure: A solution of 8-methyl-1,3,8-triaza-spiro[4.5]decane-2,4-dione (40 mg) in DMF (0.6 mL) was added to a solution of 2-(4-(4-cyano-1-methyl-1H-imidazo[4,5-e]pyridin-6-yl)-2-(trifluoromethyl)phenoxy)ethyl methanesulfonate (50 mg) in DMF (0.4 mL), K2CO3 (41 mg) and tetrabutyl ammonium iodide (TBAI, 26 mg). The mixture was stirred at 90° C. for 14 hours. The crude mixture was directly purified by preparative HPLC (HPLC:column XBridge MS C18 30×100 mm, 5 μm, Eluent:A:NH4HCO3, 10 mmol, pH=9.5/B:Acetonit... Reactants: N1=CC(=CC=C1)CC1N2CCC(C1=O)CC2 (2-((3-pyridinyl)methyl)-1-azabicyclo[2.2.2]octan-3-one), C=P(C1=CC=CC=C1)(C1=CC=CC=C1)C1=CC=CC=C1 (methylenetriphenylphosphorane). The product is C=C1C(N2CCC1CC2)CC=2C=NC=CC2 (3-methylene-2-((3-pyridinyl)methyl)-1-azabicyclo[2.2.2]octane). RXN SMILES: [N:1]1[CH:6]=[CH:5][CH:4]=[C:3]([CH2:7][CH:8]2[C:13](=O)[CH:12]3[CH2:15][CH2:16][N:9]2[CH2:10][CH2:11]3)[CH:2]=1.[CH2:17]=P(C1C=CC=CC=1)(C1C=CC=CC=1)C1C=CC=CC=1>>[CH2:17]=[C:13]1[CH:12]2[CH2:15][CH2:16][N:9]([CH2:10][CH2:11]2)[CH:8]1[CH2:7][C:3]1[CH:2]=[N:1][CH:6]=[CH:5][CH:4]=1. Procedure details: The saturated ketone intermediates, such as 2-((3-pyridinyl)methyl)-1-azabicyclo[2.2.2]octan-3-one, also present opportunities for derivatization. One example is the reaction with phosphorus ylids (Wittig and Homer-Emmons reagents) to give alkenes. These alkenes can subsequently be reduced to alkanes by catalytic hydrogenation, providing a means of producing 2-((heteroaryl)alkyl)-1-azabicycles with alkyl and substituted alkyl substituents at the 3-position of the azabicycle. Thus, by way of exam... Starting materials: C(C)[Mg]Br (ethylmagnesium bromide), O1C(=CC=C1)C=1OC(=C(N1)COC1=C(C=C(COC2=NN(C=C2/C=C/C(=O)N(C)OC)C2=CC=CC=C2)C=C1)OC)C ((2E)-3-{3-[(4-{[2-(2-furyl)-5-methyl-1,3-oxazol-4-yl]methoxy}-3-methoxybenzyl)oxy]-1-phenyl-1H-pyrazol-4-yl}-N-methoxy-N-methyl-2-propenamide), Cl (Hydrochloric acid). The solvent is O1CCCC1 (tetrahydrofuran). Reaction conditions: time 2 hour. Yields the product O1C(=CC=C1)C=1OC(=C(N1)COC1=C(C=C(COC2=NN(C=C2\C=C\C(CC)=O)C2=CC=CC=C2)C=C1)OC)C ((1E)-1-{3-[(4-{[2-(2-furyl)-5-methyl-1,3-oxazol-4-yl]methoxy}-3-methoxybenzyl)oxy]-1-phenyl-1H-pyrazol-4-yl}-1-penten-3-one). The yield is 34.0%. As a reaction SMILES: [O:1]1[CH:5]=[CH:4][CH:3]=[C:2]1[C:6]1[O:7][C:8]([CH3:42])=[C:9]([CH2:11][O:12][C:13]2[CH:39]=[CH:38][C:16]([CH2:17][O:18][C:19]3[C:23](/[CH:24]=[CH:25]/[C:26](N(OC)C)=[O:27])=[CH:22][N:21]([C:32]4[CH:37]=[CH:36][CH:35]=[CH:34][CH:33]=4)[N:20]=3)=[CH:15][C:14]=2[O:40][CH3:41])[N:10]=1.[CH2:43]([Mg]Br)[CH3:44].Cl>O1CCCC1>[O:1]1[CH:5]=[CH:4][CH:3]=[C:2]1[C:6]1[O:7][C:8]([CH3:42])=[C:9]([CH2:11][O:12][C:13]2[CH:39]=[CH:38][C:16]([CH2:17][O:18][C:19]3[C:23](/[CH:24]=[CH:25]/[C:26](=[O:27])[CH2:43][CH3:44])=[CH:22][N:21]([C:32]4[CH:37]=[CH:36][CH:35]=[CH:34][CH:33]=4)[N:20]=3)=[CH:15][C:14]=2[O:40][CH3:41])[N:10]=1. Procedure details: To a mixture of (2E)-3-{3-[(4-{[2-(2-furyl)-5-methyl-1,3-oxazol-4-yl]methoxy}-3-methoxybenzyl)oxy]-1-phenyl-1H-pyrazol-4-yl}-N-methoxy-N-methyl-2-propenamide (0.40 g) and tetrahydrofuran (30 mL) was added dropwise ethylmagnesium bromide (1M tetrahydrofuran solution, 4.2 mL) at 0° C. and the mixture was stirred at room temperature for 2 hrs. 1N Hydrochloric acid was added to the reaction mixture, and the mixture was extracted with ethyl acetate. The organic layer was washed with saturated brine, ...